This data is from the Open Reaction Database (ORD), a public repository of structured organic reaction records. The task is: describe an organic reaction: reactants, conditions, products, and yield Reactants: O1CCC(=CC1)C1=NC(=CC(=C1)C=1C=C(N)C=CC1C)N1CCOCC1 (3-(2-(3,6-dihydro-2H-pyran-4-yl)-6-morpholinopyridin-4-yl)-4-methylaniline). The reagents and catalysts are [Pd] (Pd/C). The solvent is C(C)O (ethanol). Reaction conditions: time 1 hour. The product is CC1=C(C=C(N)C=C1)C1=CC(=NC(=C1)C1CCOCC1)N1CCOCC1 (4-methyl-3-(2-morpholino-6-(tetrahydro-2H-pyran-4-yl)pyridin-4-yl)aniline), O1CCC(=CC1)C1=NC(=CC(=C1)C=1C=C(N)C=CC1C)N1CCOCC1 (3-(2-(3,6-dihydro-2H-pyran-4-yl)-6-morpholinopyridin-4-yl)-4-methylaniline). As a reaction SMILES: [O:1]1[CH2:6][CH:5]=[C:4]([C:7]2[CH:12]=[C:11]([C:13]3[CH:14]=[C:15]([CH:17]=[CH:18][C:19]=3[CH3:20])[NH2:16])[CH:10]=[C:9]([N:21]3[CH2:26][CH2:25][O:24][CH2:23][CH2:22]3)[N:8]=2)[CH2:3][CH2:2]1>C(O)C.[Pd]>[CH3:20][C:19]1[CH:18]=[CH:17][C:15]([NH2:16])=[CH:14][C:13]=1[C:11]1[CH:12]=[C:7]([CH:4]2[CH2:3][CH2:2][O:1][CH2:6][CH2:5]2)[N:8]=[C:9]([N:21]2[CH2:26][CH2:25][O:24][CH2:23][CH2:22]2)[CH:10]=1.[O:1]1[CH2:2][CH:3]=[C:4]([C:7]2[CH:12]=[C:11]([C:13]3[CH:14]=[C:15]([CH:17]=[CH:18][C:19]=3[CH3:20])[NH2:16])[CH:10]=[C:9]([N:21]3[CH2:22][CH2:23][O:24][CH2:25][CH2:26]3)[N:8]=2)[CH2:5][CH2:6]1. Procedure: To a solution of 3-(2-(3,6-dihydro-2H-pyran-4-yl)-6-morpholinopyridin-4-yl)-4-methylaniline (1.0 equiv.) in degassed ethanol (0.09 M) was added Pd/C (0.1 equiv.) and the solution was stirred under a hydrogen balloon for 1 h. Upon completion, the solution was filtered through Celite, and the filtrate was concentrated to dryness to give 4-methyl-3-(2-morpholino-6-(tetrahydro-2H-pyran-4-yl)pyridin-4-yl)aniline as desired product in 87% yield. LCMS (m/z) (M+H)=354.3, Rt=0.42 min. Starting materials: IC1=CC=C(C=C1)S(=O)(=O)NC1=NC=CC=C1 (4-Iodo-N-(2-pyridinyl)benzenesulfonamide), C(#C)C=1C=CC(=C(C(=O)OC)C1)O (methyl 5-ethynyl-2-hydroxybenzoate). Reagents/catalysts: Cl[Pd]([P](C1=CC=CC=C1)(C2=CC=CC=C2)C3=CC=CC=C3)([P](C4=CC=CC=C4)(C5=CC=CC=C5)C6=CC=CC=C6)Cl (dichlorobis(triphenylphosphine)palladium), [Cu]I (copper(I) iodide). The solvent is C(C)N(CC)CC (triethylamine), O1CCCC1 (tetrahydrofuran). Conditions: temperature 60 celsius. Product: OC1=C(C(=O)OC)C=C(C=C1)C#CC1=CC=C(C=C1)S(=O)(=O)NC1=NC=CC=C1 (Methyl 2-hydroxy-5-[[4-[(2-pyridinylamino)sulfonyl]phenyl]ethynyl]benzoate). RXN SMILES: I[C:2]1[CH:7]=[CH:6][C:5]([S:8]([NH:11][C:12]2[CH:17]=[CH:16][CH:15]=[CH:14][N:13]=2)(=[O:10])=[O:9])=[CH:4][CH:3]=1.[C:18]([C:20]1[CH:21]=[CH:22][C:23]([OH:30])=[C:24]([CH:29]=1)[C:25]([O:27][CH3:28])=[O:26])#[CH:19]>C(N(CC)CC)C.O1CCCC1.Cl[Pd](Cl)([P](C1C=CC=CC=1)(C1C=CC=CC=1)C1C=CC=CC=1)[P](C1C=CC=CC=1)(C1C=CC=CC=1)C1C=CC=CC=1.[Cu]I>[OH:30][C:23]1[CH:22]=[CH:21][C:20]([C:18]#[C:19][C:2]2[CH:7]=[CH:6][C:5]([S:8]([NH:11][C:12]3[CH:17]=[CH:16][CH:15]=[CH:14][N:13]=3)(=[O:10])=[O:9])=[CH:4][CH:3]=2)=[CH:29][C:24]=1[C:25]([O:27][CH3:28])=[O:26] |^1:45,64|. Reported procedure: 4-Iodo-N-(2-pyridinyl)benzenesulfonamide (35 g, 97 mmol) was dissolved in a mixture of triethylamine and tetrahydrofuran (750+750 ml). The mixture was deaerated with nitrogen and dichlorobis(triphenylphosphine)palladium (1.2 g, 1.7 mmol) and copper(I) iodide (0.6 g, 3.4 mmol) were added. Finally methyl 5-ethynyl-2-hydroxybenzoate (23 g, 130 mmol) was added. The mixture was heated to 60° C. for 4 h, evaporated to dryness. The residue was dissolved in chloroform (1000 ml) and washed with water (3 ... The product is Cc1ccc(N(CC(=O)N(CCO)CCO)S(=O)(=O)c2ccc(C(C)(C)C)cc2)cc1. Reaction SMILES: [C:1]([CH3:2])([CH3:3])([CH3:4])[c:5]1[cH:6][cH:7][c:8]([S:11](=[O:12])(=[O:13])[N:14]([c:15]2[cH:16][cH:17][c:18]([CH3:21])[cH:19][cH:20]2)[CH2:22][C:23](=[O:24])[OH:25])[cH:9][cH:10]1.[OH:26][CH2:27][CH2:28][NH:29][CH2:30][CH2:31][OH:32]>>[C:1]([CH3:2])([CH3:3])([CH3:4])[c:5]1[cH:6][cH:7][c:8]([S:11](=[O:12])(=[O:13])[N:14]([c:15]2[cH:16][cH:17][c:18]([CH3:21])[cH:19][cH:20]2)[CH2:22][C:23](=[O:25])[N:29]([CH2:28][CH2:27][OH:26])[CH2:30][CH2:31][OH:32])[cH:9][cH:10]1. Reactants: Cc1ccc(N(CC(=O)O)S(=O)(=O)c2ccc(C(C)(C)C)cc2)cc1, OCCNCCO.